Dataset: the Open Reaction Database (ORD), a public repository of structured organic reaction records. Task: describe an organic reaction: reactants, conditions, products, and yield The reactants are BrC1=C(C=C(C=C1)CN1N=CN=C1)C(C#N)(C)C (2-[2-bromo-5-(1H-1,2,4-triazol-1-ylmethyl)-phenyl]-2-methylpropiononitrile), cuprous cyanide, [C-]#N.[K+] (potassium cyanide). The solvent is CN(C=O)C (dimethylformamide). Product: C(#N)C1=C(C=C(C=C1)CN1N=CN=C1)C(C#N)(C)C (2-[2-cyano-5-(1H-1,2,4-triazol-yl methyl)phenyl]-2-methylpropiononitrile). As a reaction SMILES: Br[C:2]1[CH:7]=[CH:6][C:5]([CH2:8][N:9]2[CH:13]=[N:12][CH:11]=[N:10]2)=[CH:4][C:3]=1[C:14]([CH3:18])([CH3:17])[C:15]#[N:16].[C-:19]#[N:20].[K+]>CN(C)C=O>[C:19]([C:2]1[CH:7]=[CH:6][C:5]([CH2:8][N:9]2[CH:13]=[N:12][CH:11]=[N:10]2)=[CH:4][C:3]=1[C:14]([CH3:18])([CH3:17])[C:15]#[N:16])#[N:20] |f:1.2|. Reported procedure: A mixture of 2-[2-bromo-5-(1H-1,2,4-triazol-1-ylmethyl)-phenyl]-2-methylpropiononitrile (0.15 g), dimethylformamide (2 ml) and cuprous cyanide (0.09 g) was stirred and heated under reflux for 8 h. The cooled mixture was treated with aqueous potassium cyanide solution (10 ml) and the mixture was stirred for 10 minutes, then extracted three times with dichloromethane. The combined extracts were dried and evaporated to dryness under reduced pressure, and the residue was purified by flash chromatogr...